Dataset: the Open Reaction Database (ORD), a public repository of structured organic reaction records. Task: describe an organic reaction: reactants, conditions, products, and yield Starting materials: FC(C(=S)C(F)(F)F)(F)F (hexafluorothioacetone), FC(C(=C(F)F)F)(F)F (hexafluoropropene), C=C=O (ketene). Run at temperature 150 celsius. Product: FC(C(C(F)(F)F)=C)(F)F (hexafluoroisobutylene). Reaction SMILES: [F:1][C:2]([F:10])([F:9])[C:3]([C:5]([F:8])([F:7])[F:6])=S.F[C:12](F)(F)C(F)=C(F)F.C=C=O>>[F:1][C:2]([F:10])([F:9])[C:3](=[CH2:12])[C:5]([F:8])([F:7])[F:6]. Procedure: Hexafluorothioacetone is a known compound (b.p. 6° C.) and is a relatively reactive and unstable monomer. It is convenient to handle this compound in the form of its dimer 2,2,4,4-tetrakis (trifluoromethyl)-1,3-dithietane which is a stable liquid (b.p. 110° C.). Hexafluorothioacetone may be conveniently generated from its dimer by thermal cracking which may be readily accomplished by passng the dimer through a hot tube at about 590°-600° C. The dimer, in turn, is rapidly formed from hexafluoroth... Starting materials: [OH-].[Li+] (Lithium hydroxide), C(C)OC(C(COCOC)(COCOC)C1=NC(=CC=C1)Br)=O (2-(6-bromo-pyridin-2-yl)-3-methoxymethoxy-2-methoxymethoxymethyl-propionic acid ethyl ester). Run in C(C)O (ethanol), O (water). Reaction conditions: time 8 hour. Yields the product BrC1=CC=CC(=N1)C(C(=O)O)(COCOC)COCOC (2-(6-Bromo-pyridin-2-yl)-3-methoxymethoxy-2-methoxymethoxymethyl-propionic acid). As a reaction SMILES: [OH-].[Li+].C([O:5][C:6](=[O:25])[C:7]([C:18]1[CH:23]=[CH:22][CH:21]=[C:20]([Br:24])[N:19]=1)([CH2:13][O:14][CH2:15][O:16][CH3:17])[CH2:8][O:9][CH2:10][O:11][CH3:12])C>C(O)C.O>[Br:24][C:20]1[N:19]=[C:18]([C:7]([CH2:8][O:9][CH2:10][O:11][CH3:12])([CH2:13][O:14][CH2:15][O:16][CH3:17])[C:6]([OH:25])=[O:5])[CH:23]=[CH:22][CH:21]=1 |f:0.1|. Procedure details: Lithium hydroxide (10.69 g, 254.95 mmol) was added to a solution of 2-(6-bromo-pyridin-2-yl)-3-methoxymethoxy-2-methoxymethoxymethyl-propionic acid ethyl ester (20.0 g, 50.99 mmol) in ethanol (100 ml) and water (100 ml) at rt and the reaction mixture was allowed to stir overnight. The reaction mass was concentrated under reduced pressure and acidified with dilute HCl and at 0° C. The product was extracted with ethyl acetate, washed with minimum amount of brine. Organic layer was concentrated und... Reactants: C1(=CC=CC=C1)C(=O)C1CC1 (Cyclopropyl phenyl ketone), [N+](=O)(O)[O-] (nitric acid), ketone, ice. Run at temperature -10 celsius, time 10 minute. Yields the product C1(CC1)C(=O)C1=CC(=CC=C1)[N+](=O)[O-] (Cyclopropyl-(3-nitrophenyl)methanone). RXN SMILES: [C:1]1([C:7]([CH:9]2[CH2:11][CH2:10]2)=[O:8])[CH:6]=[CH:5][CH:4]=[CH:3][CH:2]=1.[N+:12]([O-])([OH:14])=[O:13]>>[CH:9]1([C:7]([C:1]2[CH:6]=[CH:5][CH:4]=[C:3]([N+:12]([O-:14])=[O:13])[CH:2]=2)=[O:8])[CH2:10][CH2:11]1. Reported procedure: A 250-mL three-necked flask equipped with a thermometer and an addition funnel is charged with fuming nitric acid (90%, 130 mL) and cooled to -10° C. Cyclopropyl phenyl ketone (21 mL) is added dropwise via the addition funnel over 15 min. During the addition of the ketone, the reaction temperature is maintained between -7° and -13° C. After stirring an additional 10 min at -10° C., the reaction mixture is poured onto 1 L of crashed ice, extracted with 700 mL of toluene, washed with two portions ... Reactants: CN1N=CC2=C1C=1C=CC=CC1OC21CCN(CC1)C(=O)C1=C(C(=O)OC)C=CC=C1 (methyl 2-(1-methylspiro[chromeno[4,3-c]pyrazole-4,4′-piperidine]-1′-carbonyl)benzoate), [OH-].[Na+] (NaOH). Yield: 7.0%. As a reaction SMILES: [CH3:1][N:2]1[C:6]2[C:7]3[CH:8]=[CH:9][CH:10]=[CH:11][C:12]=3[O:13][C:14]3([CH2:19][CH2:18][N:17]([C:20]([C:22]4[CH:31]=[CH:30][CH:29]=[CH:28][C:23]=4[C:24]([O:26]C)=[O:25])=[O:21])[CH2:16][CH2:15]3)[C:5]=2[CH:4]=[N:3]1.[OH-].[Na+]>O1CCOCC1>[CH3:1][N:2]1[C:6]2[C:7]3[CH:8]=[CH:9][CH:10]=[CH:11][C:12]=3[O:13][C:14]3([CH2:19][CH2:18][N:17]([C:20]([C:22]4[CH:31]=[CH:30][CH:29]=[CH:28][C:23]=4[C:24]([OH:26])=[O:25])=[O:21])[CH2:16][CH2:15]3)[C:5]=2[CH:4]=[N:3]1 |f:1.2|. Run in O1CCOCC1 (1,4-dioxane). Reported procedure: A mixture of methyl 2-(1-methylspiro[chromeno[4,3-c]pyrazole-4,4′-piperidine]-1′-carbonyl)benzoate (500 mg, 1.17 mmol), NaOH (5.0 mL of 1.0 M, 5.0 mmol), and 1,4-dioxane (5 mL) was heated at 80° C. for 1.5 h. The mixture was cooled to rt before it was concentrated in vacuo. The solid residue was taken up in water and was washed with ethyl acetate which was discarded. The aqueous layer was acidified with 1N HCl and was extracted with ethyl acetate (2×). The combined organics were washed with brin... The product is CN1N=CC2=C1C=1C=CC=CC1OC21CCN(CC1)C(=O)C1=C(C(=O)O)C=CC=C1 (2-(1-methylspiro[chromeno[4,3-c]pyrazole-4,4′-piperidine]-1′-carbonyl)benzoic acid). Run at temperature 80 celsius. Reactants: COC(=O)c1ccc(CBr)cc1, COc1ccc2nc(S)[nH]c2c1, CN(C)C=O. Yields the product Br, COC(=O)c1ccc(CSc2nc3ccc(OC)cc3[nH]2)cc1. RXN SMILES: [Br:1][CH2:2][c:3]1[cH:4][cH:5][c:6]([C:7](=[O:8])[O:9][CH3:10])[cH:11][cH:12]1.[CH3:13][O:14][c:15]1[cH:16][c:17]2[c:18]([n:19][c:20]([SH:22])[nH:21]2)[cH:23][cH:24]1.[O:25]=[CH:26][N:27]([CH3:28])[CH3:29]>>[BrH:1].[CH2:2]([c:3]1[cH:4][cH:5][c:6]([C:7](=[O:8])[O:9][CH3:10])[cH:11][cH:12]1)[S:22][c:20]1[n:19][c:18]2[c:17]([cH:16][c:15]([O:14][CH3:13])[cH:24][cH:23]2)[nH:21]1. The reactants are BrCc1ccccc1, COC(=O)c1cccn1NC(=O)OC(C)(C)C, [H-], [Na+], CN(C)C=O. Yields the product COC(=O)c1cccn1N(Cc1ccccc1)C(=O)OC(C)(C)C. RXN SMILES: [Br:20][CH2:21][c:22]1[cH:23][cH:24][cH:25][cH:26][cH:27]1.[CH3:3][O:4][C:5](=[O:6])[c:7]1[n:8]([NH:12][C:13](=[O:14])[O:15][C:16]([CH3:17])([CH3:18])[CH3:19])[cH:9][cH:10][cH:11]1.[H-:1].[Na+:2].[O:28]=[CH:29][N:30]([CH3:31])[CH3:32]>>[CH3:3][O:4][C:5](=[O:6])[c:7]1[n:8]([N:12]([C:13](=[O:14])[O:15][C:16]([CH3:17])([CH3:18])[CH3:19])[CH2:21][c:22]2[cH:23][cH:24][cH:25][cH:26][cH:27]2)[cH:9][cH:10][cH:11]1.